This data is from the Open Reaction Database (ORD), a public repository of structured organic reaction records. The task is: describe an organic reaction: reactants, conditions, products, and yield Starting materials: NC1(CCC1)C1=CC=C(C=C1)C=1C(=CC2=C(OCC(N2CCC#N)=O)N1)C1=CC=CC=C1 (3-(6-(4-(1-aminocyclobutyl)phenyl)-2-oxo-7-phenyl-2,3-dihydro-1H-pyrido[2,3-b][1,4]oxazin-1-yl)propanenitrile), C(C)(C)(C)OC(NC1(CCC1)C1=CC=C(C=C1)C=1C(=CC2=C(O[C@@H](C(N2C)=O)C)N1)C1=CC=CC=C1)=O ((R)-tert-butyl(1-(4-(1,3-dimethyl-2-oxo-7-phenyl-2,3-dihydro-1H-pyrido[2,3-b][1,4]oxazin-6-yl)phenyl)cyclobutyl)carbamate). Product: NC1(CCC1)C1=CC=C(C=C1)C=1C(=CC2=C(O[C@@H](C(N2C)=O)C)N1)C1=CC=CC=C1 ((R)-6-(4-(1-aminocyclobutyl)phenyl)-1,3-dimethyl-7phenyl-1H-pyrido[2,3-b][1,4]oxazin-2(3H)-one). Yield: 50.8%. RXN SMILES: NC1(C2C=CC(C3C(C4C=CC=CC=4)=CC4N(CCC#N)C(=O)COC=4N=3)=CC=2)CCC1.C(OC(=O)[NH:39][C:40]1([C:44]2[CH:49]=[CH:48][C:47]([C:50]3[C:51]([C:63]4[CH:68]=[CH:67][CH:66]=[CH:65][CH:64]=4)=[CH:52][C:53]4[N:58]([CH3:59])[C:57](=[O:60])[C@@H:56]([CH3:61])[O:55][C:54]=4[N:62]=3)=[CH:46][CH:45]=2)[CH2:43][CH2:42][CH2:41]1)(C)(C)C>>[NH2:39][C:40]1([C:44]2[CH:45]=[CH:46][C:47]([C:50]3[C:51]([C:63]4[CH:64]=[CH:65][CH:66]=[CH:67][CH:68]=4)=[CH:52][C:53]4[N:58]([CH3:59])[C:57](=[O:60])[C@@H:56]([CH3:61])[O:55][C:54]=4[N:62]=3)=[CH:48][CH:49]=2)[CH2:41][CH2:42][CH2:43]1. Reported procedure: Following the procedure for 3-(6-(4-(1-aminocyclobutyl)phenyl)-2-oxo-7-phenyl-2,3-dihydro-1H-pyrido[2,3-b][1,4]oxazin-1-yl)propanenitrile, (R)-tert-butyl(1-(4-(1,3-dimethyl-2-oxo-7-phenyl-2,3-dihydro-1H-pyrido[2,3-b][1,4]oxazin-6-yl)phenyl)cyclobutyl)carbamate (16 mg, 0.032 mmol) was reacted to afford the title compound (6.5 mg). 1H NMR (500 MHz, CH3OD) 7.56 (s, 1H), 7.42 (d, 2H), 7.38 (d, 2H), 7.31 (m, 3H), 7.24 (m, 2H), 5.06 (q, 1H), 3.44 (s, 3H), 2.73-2.77 (m, 2H), 2.53-2.59 (m, 2H), 2.20-2.2... Starting materials: ClC1=CC(=CC=C1)C(=O)OO (3-Chloroperbenzoic acid), [Si](C1=CC=CC=C1)(C1=CC=CC=C1)(C(C)(C)C)OCCCC=CC1=CC=CC=C1 (5-(t-butyldiphenylsilyloxy)-1-phenyl-1-pentene), C(C)OCC (diethyl ether), S([O-])(O)=O.[Na+] (sodium bisulfite). The solvent is ClCCl (dichloromethane). Run at time 2 hour. Product: [Si](C1=CC=CC=C1)(C1=CC=CC=C1)(C(C)(C)C)OCCCC1C(O1)C1=CC=CC=C1 (3-[3-(t-butyldiphenylsilyloxy)propyl]-2-phenyloxirane). The yield is 100.5%. As a reaction SMILES: Cl[C:2]1[CH:7]=[CH:6][CH:5]=[C:4]([C:8]([O:10]O)=O)[CH:3]=1.[Si:12]([O:29][CH2:30][CH2:31][CH2:32][CH:33]=CC1C=CC=CC=1)([C:25]([CH3:28])([CH3:27])[CH3:26])([C:19]1[CH:24]=[CH:23][CH:22]=[CH:21][CH:20]=1)[C:13]1[CH:18]=[CH:17][CH:16]=[CH:15][CH:14]=1.C(OCC)C.S(=O)(O)[O-].[Na+]>ClCCl>[Si:12]([O:29][CH2:30][CH2:31][CH2:32][CH:33]1[O:10][CH:8]1[C:4]1[CH:3]=[CH:2][CH:7]=[CH:6][CH:5]=1)([C:25]([CH3:26])([CH3:27])[CH3:28])([C:19]1[CH:20]=[CH:21][CH:22]=[CH:23][CH:24]=1)[C:13]1[CH:18]=[CH:17][CH:16]=[CH:15][CH:14]=1 |f:3.4|. Procedure: 3-Chloroperbenzoic acid (2.14 g) was added to a solution of 5-(t-butyldiphenylsilyloxy)-1-phenyl-1-pentene (3.30 g) in dichloromethane (65 ml) at ambient temperature and the resulting mixture was stirred at the same temperature for 2 hours. The reaction mixture was poured into a mixture of diethyl ether and 5% aqueous sodium bisulfite (100 ml). The organic layer was separated, washed with aqueous sodium bicarbonate, water and brine, dried over magnesium sulfate, and evaporated in vacuo to give (... Reactants: CC(C)(C)[Si](C)(C)Cl, C=CCC1=CC(O)CC1=O, CN(C)C=O, O=C(O)CC(O)(CC(=O)O)C(=O)O, c1c[nH]cn1. Product: C=CCC1=CC(O[Si](C)(C)C(C)(C)C)CC1=O. Reaction SMILES: [C:16]([CH3:17])([CH3:18])([CH3:19])[Si:20]([CH3:21])([CH3:22])[Cl:23].[CH2:1]([CH:2]=[CH2:3])[C:4]1=[CH:5][CH:6]([OH:10])[CH2:7][C:8]1=[O:9].[CH3:37][N:38]([CH3:39])[CH:40]=[O:41].[OH:24][C:25]([CH2:26][C:27]([C:28](=[O:29])[OH:30])([CH2:31][C:32](=[O:33])[OH:34])[OH:35])=[O:36].[nH:11]1[cH:12][cH:13][n:14][cH:15]1>>[CH2:1]([CH:2]=[CH2:3])[C:4]1=[CH:5][CH:6]([O:10][Si:20]([C:16]([CH3:17])([CH3:18])[CH3:19])([CH3:21])[CH3:22])[CH2:7][C:8]1=[O:9]. Reactants: CCOC(C)=O, CCCCCC, CN(C)C=O, CCc1c(OC)c(C)c(OC)c2c1C(=O)N(CCl)S2(=O)=O, [Na], Sc1nnnn1-c1ccccc1. Yields the product CCc1c(OC)c(C)c(OC)c2c1C(=O)N(CSc1nnnn1-c1ccccc1)S2(=O)=O. Reaction SMILES: [C:35]([O:36][CH2:37][CH3:38])(=[O:39])[CH3:40].[CH3:41][CH2:42][CH2:43][CH2:44][CH2:45][CH3:46].[CH3:47][N:48]([CH3:49])[CH:50]=[O:51].[Cl:1][CH2:2][N:3]1[S:4](=[O:5])(=[O:6])[c:7]2[c:8]([O:20][CH3:21])[c:9]([CH3:19])[c:10]([O:17][CH3:18])[c:11]([CH2:15][CH3:16])[c:12]2[C:13]1=[O:14].[Na:22].[c:23]1(-[n:29]2[n:30][n:31][n:32][c:33]2[SH:34])[cH:24][cH:25][cH:26][cH:27][cH:28]1>>[CH2:2]([N:3]1[S:4](=[O:5])(=[O:6])[c:7]2[c:8]([O:20][CH3:21])[c:9]([CH3:19])[c:10]([O:17][CH3:18])[c:11]([CH2:15][CH3:16])[c:12]2[C:13]1=[O:14])[S:34][c:33]1[n:29](-[c:23]2[cH:24][cH:25][cH:26][cH:27][cH:28]2)[n:30][n:31][n:32]1. Starting materials: OC1(CCCCC1)C#CC1=CC2=C(N=C(CC(N2)=O)C=2C=C(C#N)C=CC2)C=C1 (3-[7-(1-Hydroxy-cyclohexylethynyl)-4-oxo-4,5-dihydro-3H-benzo[b][1,4]diazepin-2-yl]-benzonitrile), C(=O)(C(F)(F)F)O (TFA). Solvent: C(Cl)Cl (CH2Cl2). Product: C1(=CCCCC1)C#CC1=CC2=C(N=C(CC(N2)=O)C=2C=C(C#N)C=CC2)C=C1 (3-(7-Cyclohex-1-enylethynyl-4-oxo-4,5-dihydro-3H-benzo[b][1,4]diazepin-2-yl)-benzonitrile). The yield is 46.3%. As a reaction SMILES: O[C:2]1([C:8]#[C:9][C:10]2[CH:29]=[CH:28][C:13]3[N:14]=[C:15]([C:20]4[CH:21]=[C:22]([CH:25]=[CH:26][CH:27]=4)[C:23]#[N:24])[CH2:16][C:17](=[O:19])[NH:18][C:12]=3[CH:11]=2)[CH2:7][CH2:6][CH2:5][CH2:4][CH2:3]1.C(O)(C(F)(F)F)=O>C(Cl)Cl>[C:2]1([C:8]#[C:9][C:10]2[CH:29]=[CH:28][C:13]3[N:14]=[C:15]([C:20]4[CH:21]=[C:22]([CH:25]=[CH:26][CH:27]=4)[C:23]#[N:24])[CH2:16][C:17](=[O:19])[NH:18][C:12]=3[CH:11]=2)[CH2:7][CH2:6][CH2:5][CH2:4][CH:3]=1. Procedure details: Prepared from 3-[7-(1-hydroxy-cyclohexylethynyl)-4-oxo-4,5-dihydro-3H-benzo[b][1,4]diazepin-2-yl]-benzonitrile (Example 135) (50 mg, 0.13 mmol) by treatment with TFA in CH2Cl2 according to the general procedure M. Obtained as a light yellow solid (22 mg). RXN SMILES: [CH:1]1[C:14]2[CH:13]=[CH:12][C:11]3[C:6](=[CH:7][CH:8]=[CH:9][CH:10]=3)[C:5]=2[CH:4]=[CH:3][C:2]=1[B:15]([OH:17])[OH:16].BrC1C=CC2C=CC3C(C=2C=1)=CC=CC=3>>[CH:4]1[C:5]2[CH:14]=[CH:13][C:12]3[C:11](=[CH:10][CH:9]=[CH:8][CH:7]=3)[C:6]=2[CH:1]=[C:2]([B:15]([OH:16])[OH:17])[CH:3]=1. Yields the product C1=CC(=CC=2C3=CC=CC=C3C=CC12)B(O)O (phenanthrene-3-boronic acid). Starting materials: C1=C(C=CC=2C3=CC=CC=C3C=CC12)B(O)O (phenanthrene-2-boronic acid), BrC=1C=CC=2C=CC3=CC=CC=C3C2C1 (3-bromophenanthrene). Procedure: Synthesis was performed in the same manner as in the synthesis of phenanthrene-2-boronic acid except that commercially available 3-bromophenanthrene was used instead of 2-iodophenanthrene. The reactants are [Si](C)(C)(C(C)(C)C)O[C@@H]1CC[C@H](CC1)N1C=2N(C(=C(C1=O)CC1=CC=C(C=C1)C=1C(=CC=CC1)C#N)CCC)N=CC2F (4′-{[4-(trans-4-{[tert-butyl(dimethyl)silyl]oxy}cyclohexyl)-3-fluoro-5-oxo-7-propyl-4,5-dihydropyrazolo[1,5-a]pyrimidin-6-yl]methyl}biphenyl-2-carbonitrile), [F-].C(CCC)[N+](CCCC)(CCCC)CCCC (tetrabutylammonium fluoride), C(C)(=O)OCC (Ethyl acetate), [Cl-].[NH4+] (ammonium chloride). The solvent is O1CCCC1 (tetrahydrofuran). Conditions: temperature 70 celsius, time 2 hour. The product is C(#N)C1=C(C=CC=C1)C1=CC=C(C=C1)CC=1C(N(C=2N(C1CCC)N=CC2F)[C@@H]2CC[C@H](CC2)OCC(=O)OCC)=O (ethyl [(trans-4-{6-[(2′-cyanobiphenyl-4-yl)methyl]-3-fluoro-5-oxo-7-propylpyrazolo[1,5-a]pyrimidin-4(5H)-yl}cyclohexyl)oxy]acetate). The yield is 42.0%. As a reaction SMILES: [Si]([O:8][C@H:9]1[CH2:14][CH2:13][C@H:12]([N:15]2[C:20](=[O:21])[C:19]([CH2:22][C:23]3[CH:28]=[CH:27][C:26]([C:29]4[C:30]([C:35]#[N:36])=[CH:31][CH:32]=[CH:33][CH:34]=4)=[CH:25][CH:24]=3)=[C:18]([CH2:37][CH2:38][CH3:39])[N:17]3[N:40]=[CH:41][C:42]([F:43])=[C:16]23)[CH2:11][CH2:10]1)(C(C)(C)C)(C)C.[F-].C([N+](CCCC)(CCCC)CCCC)CCC.[C:62]([O:65][CH2:66][CH3:67])(=[O:64])[CH3:63].[Cl-].[NH4+]>O1CCCC1>[C:35]([C:30]1[CH:31]=[CH:32][CH:33]=[CH:34][C:29]=1[C:26]1[CH:27]=[CH:28][C:23]([CH2:22][C:19]2[C:20](=[O:21])[N:15]([C@H:12]3[CH2:11][CH2:10][C@H:9]([O:8][CH2:63][C:62]([O:65][CH2:66][CH3:67])=[O:64])[CH2:14][CH2:13]3)[C:16]3[N:17]([N:40]=[CH:41][C:42]=3[F:43])[C:18]=2[CH2:37][CH2:38][CH3:39])=[CH:24][CH:25]=1)#[N:36] |f:1.2,4.5|. Procedure: To a solution of 4′-{[4-(trans-4-{[tert-butyl(dimethyl)silyl]oxy}cyclohexyl)-3-fluoro-5-oxo-7-propyl-4,5-dihydropyrazolo[1,5-a]pyrimidin-6-yl]methyl}biphenyl-2-carbonitrile (0.24 g) in tetrahydrofuran (2 mL) was added tetrabutylammonium fluoride (1 mL), and the mixture was stirred at 70° C. for 2 hr. Ethyl acetate and saturated aqueous ammonium chloride solution were added to the reaction mixture, and the mixture was extracted with ethyl acetate. The organic layer was washed with water and then ...